From a dataset of the Open Reaction Database (ORD), a public repository of structured organic reaction records. describe an organic reaction: reactants, conditions, products, and yield Reactants: CN1C2=C(C=3C=C(C=CC13)O)CCC2=NCC2=CC=CC=C2 (4-methyl-3-phenylmethylimino-1,2,3,4-tetrahydrocyclopent[b]indol7-ol), B.C1CCOC1 (borane THF), [OH-].[Na+] (NaOH), FC(C(=O)O)(F)F (trifluoroacetic acid). The solvent is C1CCOC1 (THF). Conditions: temperature 0 celsius, time 1 hour. Yields the product CN1C2C(C3C=C(C=CC13)O)CCC2NCC2=CC=CC=C2 (1,2,3,3a,4,8a-hexahydro-4-methyl-3-phenylmethylaminocyclopent[b]indol-7-ol). Yield: 98.0%. As a reaction SMILES: [CH3:1][N:2]1[C:10]2[CH:9]=[CH:8][C:7]([OH:11])=[CH:6][C:5]=2[C:4]2[CH2:12][CH2:13][C:14](=[N:15][CH2:16][C:17]3[CH:22]=[CH:21][CH:20]=[CH:19][CH:18]=3)[C:3]1=2.B.C1COCC1.FC(F)(F)C(O)=O.[OH-].[Na+]>C1COCC1>[CH3:1][N:2]1[CH:10]2[CH:5]([CH:6]=[C:7]([OH:11])[CH:8]=[CH:9]2)[CH:4]2[CH2:12][CH2:13][CH:14]([NH:15][CH2:16][C:17]3[CH:18]=[CH:19][CH:20]=[CH:21][CH:22]=3)[CH:3]12 |f:1.2,4.5|. Reported procedure: A solution of 4-methyl-3-phenylmethylimino-1,2,3,4-tetrahydrocyclopent[b]indol7-ol (14.0 g) was placed in a 3-neck flask and cooled to 0° C. in an ice-water bath. A solution of 1M borane/THF in THF (145 ml) was added in a dropwise manner. The mixture was stirred for 1 hour while it was slowly warmed to room temperature. The mixture was cooled back to 0° C. and trifluoroacetic acid was added in a dropwise manner. The solution was stirred for 15 minutes, neutralized with 10% NaOH (Aq), extracted w... Starting materials: C(=O)(O)CN1CCN(CCN(CCNCC1)CC(=O)O)CC(=O)O (1,4,7-triscarboxymethyl-1,4,7,10-tetraazacyclododecane), O1C(COC2CCC(CC2)C(=O)OCC)C1 (2,3-epoxy-1-[4-(ethoxycarbonyl)-cyclohexyloxy]-propane), Cl (hydrochloric acid), [OH-].[K+] (potassium hydroxide). Run in O1CCOCC1 (dioxane), O (water). Run at time 12 hour. Yields the product OC(CN1CCN(CCN(CCN(CC1)CC(=O)O)CC(=O)O)CC(=O)O)COC1CCC(CC1)C(=O)O (10-[2-Hydroxy-3-(4-(carboxy)-cyclohexyloxy)-propyl]-1,4,7-tris(carboxymethyl)-1,4,7,10-tetraazacyclododecane). Reaction SMILES: [C:1]([CH2:4][N:5]1[CH2:16][CH2:15][NH:14][CH2:13][CH2:12][N:11]([CH2:17][C:18]([OH:20])=[O:19])[CH2:10][CH2:9][N:8]([CH2:21][C:22]([OH:24])=[O:23])[CH2:7][CH2:6]1)([OH:3])=[O:2].[O:25]1[CH2:40][CH:26]1[CH2:27][O:28][CH:29]1[CH2:34][CH2:33][CH:32]([C:35]([O:37]CC)=[O:36])[CH2:31][CH2:30]1.[OH-].[K+].Cl>O1CCOCC1.O>[OH:25][CH:26]([CH2:27][O:28][CH:29]1[CH2:34][CH2:33][CH:32]([C:35]([OH:37])=[O:36])[CH2:31][CH2:30]1)[CH2:40][N:14]1[CH2:13][CH2:12][N:11]([CH2:17][C:18]([OH:20])=[O:19])[CH2:10][CH2:9][N:8]([CH2:21][C:22]([OH:24])=[O:23])[CH2:7][CH2:6][N:5]([CH2:4][C:1]([OH:3])=[O:2])[CH2:16][CH2:15]1 |f:2.3|. Procedure: 10 g (28.87 mmol) of 1,4,7-triscarboxymethyl-1,4,7,10-tetraazacyclododecane (=DO3A) and 12.99 g (51.96 mmol) of 2,3-epoxy-1-[4-(ethoxycarbonyl)-cyclohexyloxy]-propane are added in 80 ml of dioxane/60 ml of water and adjusted to pH 13 with 6N potassium hydroxide solution. It is stirred for 12 hours at room temperature. Then, it is refluxed for 2 hours. It is adjusted to pH 7 with 5N hydrochloric acid and evaporated to dryness in a vacuum. The residue is absorptively precipitated in 200 ml of etha... Starting materials: C=CC(=O)O, C=CC(=O)OCC[N+](C)(C)C, C=CC(=O)OCCN(C)C, COC, CCl, C=CC(=O)[O-], O, O, O, Oc1ccc(O)cc1. Product: C=CC(=O)OCC[N+](C)(C)C, [Cl-]. RXN SMILES: [C:29]([OH:30])(=[O:31])[CH:32]=[CH2:33].[C:36]([CH:37]=[CH2:38])(=[O:39])[O:40][CH2:41][CH2:42][N+:43]([CH3:44])([CH3:45])[CH3:46].[C:3]([O:4][CH2:5][CH2:6][N:7]([CH3:8])[CH3:9])(=[O:10])[CH:11]=[CH2:12].[CH3:13][O:14][CH3:15].[CH3:1][Cl:2].[O-:24][C:25]([CH:26]=[CH2:27])=[O:28].[O:35].[OH2:34].[OH2:47].[c:16]1([OH:23])[cH:17][cH:18][c:19]([OH:20])[cH:21][cH:22]1>>[C:36]([CH:37]=[CH2:38])(=[O:39])[O:40][CH2:41][CH2:42][N+:43]([CH3:44])([CH3:45])[CH3:46].[Cl-:2]. Reactants: CN(C)C=O, O=C1CCC(=O)N1Cl, ON=Cc1ccc(Cl)cc1, Cl. Product: ON=C(Cl)c1ccc(Cl)cc1. Reaction SMILES: [CH3:20][N:21]([CH3:22])[CH:23]=[O:24].[Cl:11][N:12]1[C:13](=[O:14])[CH2:15][CH2:16][C:17]1=[O:18].[Cl:1][c:2]1[cH:3][cH:4][c:5]([CH:6]=[N:7][OH:8])[cH:9][cH:10]1.[ClH:19]>>[Cl:1][c:2]1[cH:3][cH:4][c:5]([C:6](=[N:7][OH:8])[Cl:11])[cH:9][cH:10]1. The reactants are CS(=O)(=O)c1ccc(Cn2ccc([N+](=O)[O-])n2)cc1, CO, [H][H], [Pd]. The product is CS(=O)(=O)c1ccc(Cn2ccc(N)n2)cc1. Reaction SMILES: [CH3:1][S:2](=[O:3])(=[O:4])[c:5]1[cH:6][cH:7][c:8]([CH2:9][n:10]2[n:11][c:12]([N+:15]([O-:16])=[O:17])[cH:13][cH:14]2)[cH:18][cH:19]1.[CH3:22][OH:23].[H:20][H:21].[Pd:24]>>[CH3:1][S:2](=[O:3])(=[O:4])[c:5]1[cH:6][cH:7][c:8]([CH2:9][n:10]2[n:11][c:12]([NH2:15])[cH:13][cH:14]2)[cH:18][cH:19]1. Reactants: ClC1=CC(=C(C=N1)C=1OC(=C(N1)C(=O)NCCCO)C)NC(C)C (2-(6-chloro-4-(isopropylamino)pyridin-3-yl)-N-(3-hydroxypropyl)-5-methyloxazole-4-carboxamide), N=1SN=C2C1C=CC(=C2)N (benzo[c][1,2,5]thiadiazol-5-amine), C(=O)([O-])[O-].[Na+].[Na+] (Na2CO3), CC1(C2=C(C(=CC=C2)P(C3=CC=CC=C3)C4=CC=CC=C4)OC5=C(C=CC=C51)P(C6=CC=CC=C6)C7=CC=CC=C7)C (Xanthphos). The reagents and catalysts are C=1C=CC(=CC1)/C=C/C(=O)/C=C/C2=CC=CC=C2.C=1C=CC(=CC1)/C=C/C(=O)/C=C/C2=CC=CC=C2.C=1C=CC(=CC1)/C=C/C(=O)/C=C/C2=CC=CC=C2.[Pd].[Pd] (Pd2(dba)3). Run in O1CCOCC1 (1,4-Dioxane). Reaction conditions: temperature 115 celsius. Product: N=1SN=C2C1C=CC(=C2)NC2=CC(=C(C=N2)C=2OC(=C(N2)C(=O)NCCCO)C)NC(C)C (2-(6-(benzo[c][1,2,5]thiadiazol-5-ylamino)-4-(isopropylamino)pyridin-3-yl)-N-(3-hydroxypropyl)-5-methyloxazole-4-carboxamide). RXN SMILES: Cl[C:2]1[N:7]=[CH:6][C:5]([C:8]2[O:9][C:10]([CH3:20])=[C:11]([C:13]([NH:15][CH2:16][CH2:17][CH2:18][OH:19])=[O:14])[N:12]=2)=[C:4]([NH:21][CH:22]([CH3:24])[CH3:23])[CH:3]=1.[N:25]1[S:26][N:27]=[C:28]2[CH:33]=[C:32]([NH2:34])[CH:31]=[CH:30][C:29]=12.C([O-])([O-])=O.[Na+].[Na+].CC1(C)C2C(=C(P(C3C=CC=CC=3)C3C=CC=CC=3)C=CC=2)OC2C(P(C3C=CC=CC=3)C3C=CC=CC=3)=CC=CC1=2>O1CCOCC1.C1C=CC(/C=C/C(/C=C/C2C=CC=CC=2)=O)=CC=1.C1C=CC(/C=C/C(/C=C/C2C=CC=CC=2)=O)=CC=1.C1C=CC(/C=C/C(/C=C/C2C=CC=CC=2)=O)=CC=1.[Pd].[Pd]>[N:25]1[S:26][N:27]=[C:28]2[CH:33]=[C:32]([NH:34][C:2]3[N:7]=[CH:6][C:5]([C:8]4[O:9][C:10]([CH3:20])=[C:11]([C:13]([NH:15][CH2:16][CH2:17][CH2:18][OH:19])=[O:14])[N:12]=4)=[C:4]([NH:21][CH:22]([CH3:24])[CH3:23])[CH:3]=3)[CH:31]=[CH:30][C:29]=12 |f:2.3.4,7.8.9.10.11|. Procedure details: To a stirred solution of (2-(6-chloro-4-(isopropylamino)pyridin-3-yl)-N-(3-hydroxypropyl)-5-methyloxazole-4-carboxamide (31) (100 mg, 0.283 mmol) in 1,4-Dioxane (10 mL), benzo[c][1,2,5]thiadiazol-5-amine (0.283 mmol, 1 equiv.), Na2CO3 (1.134 mmol, 4 equiv.) and Xanthphos (0.113 mmol, 0.4 equiv.) were added and degassed for 10 min. Pd2(dba)3 (0.113 mmol, 0.4 equiv.) was added and degassed once again for 10 min. Heated the reaction mixture at 115° C. for overnight. The reaction was cooled and filt...